This data is from the Open Reaction Database (ORD), a public repository of structured organic reaction records. The task is: describe an organic reaction: reactants, conditions, products, and yield Reactants: Cl (hydrochloric acid), C(C)OC(=O)C1=CN2C(C=CC3=C2C(C1=O)=CC(=C3N3CC(NCC3)C)Cl)C (9-chloro-5-methyl-8-(3-methyl-1-piperazinyl)-1-oxo-1H, 5H-benzo[ij]quinolizine-2-carboxylic acid ethyl ester), mixture, [OH-].[Na+] (sodium hydroxide). Solvent: C(C)O (ethanol). Run at time 2 hour. Yields the product ClC1=C(C=2C=CC(N3C=C(C(C(C23)=C1)=O)C(=O)O)C)N1CC(NCC1)C (9-chloro-5-methyl-8-(3-methyl-1-piperazinyl)-1-oxo-1H, 5H-benzo[ij] quinolizine-2-carboxylic acid). The yield is 77.3%. As a reaction SMILES: C([O:3][C:4]([C:6]1[C:15](=[O:16])[C:14]2=[CH:17][C:18]([Cl:27])=[C:19]([N:20]3[CH2:25][CH2:24][NH:23][CH:22]([CH3:26])[CH2:21]3)[C:12]3=[C:13]2[N:8]([CH:9]([CH3:28])[CH:10]=[CH:11]3)[CH:7]=1)=[O:5])C.[OH-].[Na+].Cl>C(O)C>[Cl:27][C:18]1[CH:17]=[C:14]2[C:13]3[N:8]([CH:7]=[C:6]([C:4]([OH:5])=[O:3])[C:15]2=[O:16])[CH:9]([CH3:28])[CH:10]=[CH:11][C:12]=3[C:19]=1[N:20]1[CH2:25][CH2:24][NH:23][CH:22]([CH3:26])[CH2:21]1 |f:1.2|. Procedure: To 4.02 g (0.01 mole) of 9-chloro-5-methyl-8-(3-methyl-1-piperazinyl)-1-oxo-1H, 5H-benzo[ij]quinolizine-2-carboxylic acid ethyl ester was added 120 ml of a mixture of 1N aqueous sodium hydroxide and ethanol (with a volume ratio of 5:1). This mixture was stirred at 20°-25° C. for 2 hours to hydrolyze the starting material. The resulting reaction solution was adjusted to pH 6-7 by the addition of 1N hydrochloric acid under cooling with ice. This solution was concentrated under reduced pressure, th... Reactants: CC1=NOC(=C1)C(=O)O (3-methylisoxazole-5-carboxylic acid), S(=O)(Cl)Cl (thionyl chloride), NC=1C=NC2=CC=CC=C2C1NC (3-amino-4-methylaminoquinoline). Run in CN(P(=O)(N(C)C)N(C)C)C (hexamethylphosphoramide), C(C)#N (acetonitrile), ice water, C([O-])(O)=O.[Na+] (sodium bicarbonate). Reaction conditions: time 30 minute. The product is CNC1=C(C=NC2=CC=CC=C12)NC(=O)C1=CC(=NO1)C (4-methylamino-3-[(3-methylisoxazole-5-ylcarbonyl)amino]quinoline). Yield: 67.1%. As a reaction SMILES: [CH3:1][C:2]1[CH:6]=[C:5]([C:7]([OH:9])=O)[O:4][N:3]=1.S(Cl)(Cl)=O.[NH2:14][C:15]1[CH:16]=[N:17][C:18]2[C:23]([C:24]=1[NH:25][CH3:26])=[CH:22][CH:21]=[CH:20][CH:19]=2>CN(C)P(N(C)C)(N(C)C)=O.C(#N)C.C(=O)(O)[O-].[Na+]>[CH3:26][NH:25][C:24]1[C:23]2[C:18](=[CH:19][CH:20]=[CH:21][CH:22]=2)[N:17]=[CH:16][C:15]=1[NH:14][C:7]([C:5]1[O:4][N:3]=[C:2]([CH3:1])[CH:6]=1)=[O:9] |f:5.6|. Reported procedure: To a solution of 245 mg of 3-methylisoxazole-5-carboxylic acid in 20 ml of hexamethylphosphoramide and 0.4 ml of acetonitrile is added 226 mg of thionyl chloride at -5°-0° C. After stirring at the same temperature for 30 minutes, 330 mg of 3-amino-4-methylaminoquinoline A15 is added and stirred at 0°-5° C. for 5 hours. The mixture is diluted with 50 ml of ice-water and neutralized with saturated aqueous sodium bicarbonate. The resulting solid is filtered and washed with water to give 361 mg (67%...